From a dataset of the Open Reaction Database (ORD), a public repository of structured organic reaction records. describe an organic reaction: reactants, conditions, products, and yield Starting materials: NC1=CC=C(C=C1)CC(=O)OCC (ethyl 4-aminophenylacetate), BrN1C(CCC1=O)=O (N-bromsuccinimide). The solvent is CC#N (MeCN). Reaction conditions: time 72 hour. Yields the product C(C)OC(CC1=CC(=C(C=C1)N)Br)=O ((4-amino-3-bromo-phenyl)-acetic acid ethyl ester). Reaction SMILES: [NH2:1][C:2]1[CH:7]=[CH:6][C:5]([CH2:8][C:9]([O:11][CH2:12][CH3:13])=[O:10])=[CH:4][CH:3]=1.[Br:14]N1C(=O)CCC1=O>CC#N>[CH2:12]([O:11][C:9](=[O:10])[CH2:8][C:5]1[CH:4]=[CH:3][C:2]([NH2:1])=[C:7]([Br:14])[CH:6]=1)[CH3:13]. Procedure: To a solution of ethyl 4-aminophenylacetate (1.79 g, 10 mmol, 1 eq.) in MeCN (50 mL), N-bromsuccinimide (1.78 g, 10 mmol, 1 eq.) was added slowly. The mixture was stirred at r.t. for 72 hours. The reaction mixture was concentrated in vacuo. The residue was partitioned between water (50 mL) and Et2O (50 mL). The org. phase was washed with sat. aq. NaCl soln. (1×50 mL), dried over MgSO4, and concentrated in vacuo to give (4-amino-3-bromo-phenyl)-acetic acid ethyl ester as an orange oil. The produc...